This data is from the Open Reaction Database (ORD), a public repository of structured organic reaction records. The task is: describe an organic reaction: reactants, conditions, products, and yield Starting materials: [N+](=O)([O-])C1=CC=C(C=C1)OC1=CC(=CC=C1)C(F)(F)F (1-Nitro-4-[3-(trifluoromethyl)phenoxy]benzene). The reagents and catalysts are [Pd] (palladium on charcoal). Solvent: C(C)(=O)OCC (ethyl acetate). Run at time 36 hour. Yields the product FC(C=1C=C(OC2=CC=C(C=C2)N)C=CC1)(F)F (4-[3-(trifluoromethyl)phenoxy]benzenamine). Yield: 100.1%. Reaction SMILES: [N+:1]([C:4]1[CH:9]=[CH:8][C:7]([O:10][C:11]2[CH:16]=[CH:15][CH:14]=[C:13]([C:17]([F:20])([F:19])[F:18])[CH:12]=2)=[CH:6][CH:5]=1)([O-])=O>C(OCC)(=O)C.[Pd]>[F:18][C:17]([F:19])([F:20])[C:13]1[CH:12]=[C:11]([CH:16]=[CH:15][CH:14]=1)[O:10][C:7]1[CH:6]=[CH:5][C:4]([NH2:1])=[CH:9][CH:8]=1. Procedure: To 1-Nitro-4-[3-(trifluoromethyl)phenoxy]benzene (19 g) in ethyl acetate (250 mL) was added 5% palladium on charcoal (1.5 g). The mixture was stirred under hydrogen gas for about 36 h, and then filtered through Celite. The filtrate was concentrated to yield a red oil (17 g). The reactants are O=C(OC(COCc1ccccc1)C(CC(SCc1ccccc1)SCc1ccccc1)OCc1ccccc1)c1ccccc1, C[O-], CO, ClCCl, [Na+]. Yields the product OC(COCc1ccccc1)C(CC(SCc1ccccc1)SCc1ccccc1)OCc1ccccc1. RXN SMILES: [CH2:1]([c:2]1[cH:3][cH:4][cH:5][cH:6][cH:7]1)[S:8][CH:9]([CH2:10][CH:11]([O:12][CH2:13][c:14]1[cH:15][cH:16][cH:17][cH:18][cH:19]1)[CH:20]([O:21][C:22](=[O:23])[c:24]1[cH:25][cH:26][cH:27][cH:28][cH:29]1)[CH2:30][O:31][CH2:32][c:33]1[cH:34][cH:35][cH:36][cH:37][cH:38]1)[S:39][CH2:40][c:41]1[cH:42][cH:43][cH:44][cH:45][cH:46]1.[CH3:47][O-:48].[CH3:53][OH:54].[Cl:50][CH2:51][Cl:52].[Na+:49]>>[CH2:1]([c:2]1[cH:3][cH:4][cH:5][cH:6][cH:7]1)[S:8][CH:9]([CH2:10][CH:11]([O:12][CH2:13][c:14]1[cH:15][cH:16][cH:17][cH:18][cH:19]1)[CH:20]([OH:21])[CH2:30][O:31][CH2:32][c:33]1[cH:34][cH:35][cH:36][cH:37][cH:38]1)[S:39][CH2:40][c:41]1[cH:42][cH:43][cH:44][cH:45][cH:46]1. The reactants are CC=1C=CC(=NC1)S(=O)(=O)NC1=NC(=NC(=C1OC1=C(C=CC=C1)OC)OCCN)C1=CC=NC=C1 (5-methyl-N-[6-(2-aminoethoxy)-5-(o-methoxyphenoxy)-2-(4-pyridyl)-4-pyrimidinyl]-2-pyridine sulfonamide), CS(=O)(=O)Cl (methanesulfonylchloride). The product is CC=1C=CC(=NC1)S(=O)(=O)NC1=NC(=NC(=C1OC1=C(C=CC=C1)OC)OCCNS(=O)(=O)C)C1=CC=NC=C1 (5-methyl-N-[6-(2-(methanesulfonylamino)-ethoxy)-5-(o-methoxyphenoxy)-2-(4-pyridyl)-4-pyrimidinyl]-2-pyridine sulfonamide). Reaction SMILES: [CH3:1][C:2]1[CH:3]=[CH:4][C:5]([S:8]([NH:11][C:12]2[C:17]([O:18][C:19]3[CH:24]=[CH:23][CH:22]=[CH:21][C:20]=3[O:25][CH3:26])=[C:16]([O:27][CH2:28][CH2:29][NH2:30])[N:15]=[C:14]([C:31]3[CH:36]=[CH:35][N:34]=[CH:33][CH:32]=3)[N:13]=2)(=[O:10])=[O:9])=[N:6][CH:7]=1.[CH3:37][S:38](Cl)(=[O:40])=[O:39]>>[CH3:1][C:2]1[CH:3]=[CH:4][C:5]([S:8]([NH:11][C:12]2[C:17]([O:18][C:19]3[CH:24]=[CH:23][CH:22]=[CH:21][C:20]=3[O:25][CH3:26])=[C:16]([O:27][CH2:28][CH2:29][NH:30][S:38]([CH3:37])(=[O:40])=[O:39])[N:15]=[C:14]([C:31]3[CH:32]=[CH:33][N:34]=[CH:35][CH:36]=3)[N:13]=2)(=[O:10])=[O:9])=[N:6][CH:7]=1. Reported procedure: According to the procedure described in Example 4a) 107 mg 5-methyl-N-[6-(2-aminoethoxy)-5-(o-methoxyphenoxy)-2-(4-pyridyl)-4-pyrimidinyl]-2-pyridine sulfonamide was reacted with methanesulfonylchloride to give 100 mg 5-methyl-N-[6-(2-(methanesulfonylamino)-ethoxy)-5-(o-methoxyphenoxy)-2-(4-pyridyl)-4-pyrimidinyl]-2-pyridine sulfonamide. LC-MS: tR=3.72 min, [M+1]+=587.46, [M−1]−=585.50. Starting materials: C1(=CC=CC=C1)C (toluene), COC=1C=C(C(=O)NC2=C(C=CC=C2)[N+](=O)[O-])C=CC1C1=NC=CC=C1 (3-methoxy-4-(pyridin-2-yl)-2′-nitrobenzanilide), P(Cl)(Cl)(Cl)(Cl)Cl (phosphorous pentachloride), [N-]=[N+]=[N-].[Na+] (NaN3). Solvent: CN(C)C=O (DMF). The product is COC1=C(C=CC(=C1)C1=NN=NN1C1=C(C=CC=C1)[N+](=O)[O-])C1=NC=CC=C1 (2-{2-methoxy-4-[1-(2-nitrophenyl)-1H-tetraazol-5-yl]phenyl}pyridine). Reaction SMILES: C1(C)C=CC=CC=1.[CH3:8][O:9][C:10]1[CH:11]=[C:12]([CH:25]=[CH:26][C:27]=1[C:28]1[CH:33]=[CH:32][CH:31]=[CH:30][N:29]=1)[C:13]([NH:15][C:16]1[CH:21]=[CH:20][CH:19]=[CH:18][C:17]=1[N+:22]([O-:24])=[O:23])=O.P(Cl)(Cl)(Cl)(Cl)Cl.[N-:40]=[N+:41]=[N-:42].[Na+]>CN(C=O)C>[CH3:8][O:9][C:10]1[CH:11]=[C:12]([C:13]2[N:15]([C:16]3[CH:21]=[CH:20][CH:19]=[CH:18][C:17]=3[N+:22]([O-:24])=[O:23])[N:42]=[N:41][N:40]=2)[CH:25]=[CH:26][C:27]=1[C:28]1[CH:33]=[CH:32][CH:31]=[CH:30][N:29]=1 |f:3.4|. Procedure: To toluene (1 mL) was added 3-methoxy-4-(pyridin-2-yl)-2′-nitrobenzanilide (97 mg, 0.28 mmol) and phosphorous pentachloride (56 mg, 0.27 mmol), and the mixture heated at reflux for 1 h. The resulting solution was cooled to rt and added to a solution of NaN3 (35 mg, 0.54 mmol) in DMF (2 mL). The mixture was heated at 90° C. for 1 h, cooled to rt, partitioned between EtOAc and water, and the organic layer concentrated. The crude product was purified by flash column chromatography on silica gel elu...